Task: describe an organic reaction: reactants, conditions, products, and yield. Dataset: the Open Reaction Database (ORD), a public repository of structured organic reaction records The reactants are CCCC(=O)Cl, Cc1nnc2ccc(-c3cccc(N)c3)nn12, CCN(C(C)C)C(C)C, ClCCl, O. Product: CCCC(=O)Nc1cccc(-c2ccc3nnc(C)n3n2)c1. RXN SMILES: [C:27]([CH2:28][CH2:29][CH3:30])(=[O:31])[Cl:32].[CH3:1][c:2]1[n:3][n:4][c:5]2[n:6]1[n:7][c:8](-[c:11]1[cH:12][c:13]([NH2:17])[cH:14][cH:15][cH:16]1)[cH:9][cH:10]2.[CH:18]([N:19]([CH:20]([CH3:21])[CH3:22])[CH2:23][CH3:24])([CH3:25])[CH3:26].[Cl:34][CH2:35][Cl:36].[OH2:33]>>[CH3:1][c:2]1[n:3][n:4][c:5]2[n:6]1[n:7][c:8](-[c:11]1[cH:12][c:13]([NH:17][C:27]([CH2:28][CH2:29][CH3:30])=[O:31])[cH:14][cH:15][cH:16]1)[cH:9][cH:10]2. The reactants are CC(C)OC(=NC#N)c1cccnc1, COc1ccccc1CCN, CCCCCC, CO, ClC(Cl)Cl. Yields the product COc1ccccc1CCN=C(NC#N)c1cccnc1. As a reaction SMILES: [C:1](#[N:2])[N:3]=[C:4]([O:5][CH:6]([CH3:7])[CH3:8])[c:9]1[cH:10][n:11][cH:12][cH:13][cH:14]1.[CH3:15][O:16][c:17]1[c:18]([CH2:23][CH2:24][NH2:25])[cH:19][cH:20][cH:21][cH:22]1.[CH3:26][CH2:27][CH2:28][CH2:29][CH2:30][CH3:31].[CH3:36][OH:37].[CH:32]([Cl:33])([Cl:34])[Cl:35]>>[C:1](#[N:2])[NH:3][C:4]([c:9]1[cH:10][n:11][cH:12][cH:13][cH:14]1)=[N:25][CH2:24][CH2:23][c:18]1[c:17]([O:16][CH3:15])[cH:22][cH:21][cH:20][cH:19]1. Starting materials: CCOCC, CN(N=O)C(N)=O, CCOCC, Cc1ccccc1, C=[N+]=[N-], C=C(C(=O)OC(c1ccccc1)c1ccccc1)c1c(F)cc(C(=O)OCC)c(F)c1F. The product is CC=C(C(=O)OC(c1ccccc1)c1ccccc1)c1c(F)cc(C(=O)OCC)c(F)c1F. Reaction SMILES: [CH2:33]([O:34][CH2:35][CH3:36])[CH3:37].[CH3:41][N:42]([N:43]=[O:44])[C:45]([NH2:46])=[O:47].[CH3:48][CH2:49][O:50][CH2:51][CH3:52].[CH3:53][c:54]1[cH:55][cH:56][cH:57][cH:58][cH:59]1.[N+:38](=[CH2:39])=[N-:40].[c:1]1([CH:7]([O:8][C:9](=[O:10])[C:11](=[CH2:12])[c:13]2[c:14]([F:26])[c:15]([F:25])[c:16]([C:17](=[O:18])[O:19][CH2:20][CH3:21])[cH:22][c:23]2[F:24])[c:27]2[cH:28][cH:29][cH:30][cH:31][cH:32]2)[cH:2][cH:3][cH:4][cH:5][cH:6]1>>[c:1]1([CH:7]([O:8][C:9](=[O:10])[C:11](=[CH:12][CH3:33])[c:13]2[c:14]([F:26])[c:15]([F:25])[c:16]([C:17](=[O:18])[O:19][CH2:20][CH3:21])[cH:22][c:23]2[F:24])[c:27]2[cH:28][cH:29][cH:30][cH:31][cH:32]2)[cH:2][cH:3][cH:4][cH:5][cH:6]1. The reactants are OCCCO, Cc1ccccc1, O=Cc1ccc(O)c([N+](=O)[O-])c1, Cc1ccc(S(=O)(=O)O)cc1, c1cc[nH+]cc1. The product is O=[N+]([O-])c1cc(C2OCCCO2)ccc1O. RXN SMILES: [CH2:13]([CH2:14][CH2:15][OH:16])[OH:17].[CH3:35][c:36]1[cH:37][cH:38][cH:39][cH:40][cH:41]1.[OH:1][c:2]1[c:3]([N+:10](=[O:11])[O-:12])[cH:4][c:5]([CH:6]=[O:7])[cH:8][cH:9]1.[c:18]1([CH3:19])[cH:20][cH:21][c:22]([S:23]([OH:24])(=[O:25])=[O:26])[cH:27][cH:28]1.[nH+:29]1[cH:30][cH:31][cH:32][cH:33][cH:34]1>>[OH:1][c:2]1[c:3]([N+:10](=[O:11])[O-:12])[cH:4][c:5]([CH:6]2[O:7][CH2:13][CH2:14][CH2:15][O:16]2)[cH:8][cH:9]1. The reactants are N1=CC(=CC=C1)[C@H]1SCCCC1 ((S)-2-(3-pyridyl)tetrahydro-2H-thiopyran), OO (hydrogen peroxide). The reagents and catalysts are C/C(=C/C(=O)C)/O.C/C(=C/C(=O)C)/O.[Cu] (copper (II) acetylacetonate). Solvent: C(C)O (ethanol), C(C)(=O)OCC (ethyl acetate). Product: N1=CC(=CC=C1)[C@H]1[S@@](CCCC1)=O ((1R,2S)-2-(3-pyridyl)tetrahydro-2H-thiopyran 1-oxide). RXN SMILES: [N:1]1[CH:6]=[CH:5][CH:4]=[C:3]([C@@H:7]2[CH2:12][CH2:11][CH2:10][CH2:9][S:8]2)[CH:2]=1.[OH:13]O>C(O)C.C(OCC)(=O)C.C/C(/O)=C/C(C)=O.C/C(/O)=C/C(C)=O.[Cu]>[N:1]1[CH:6]=[CH:5][CH:4]=[C:3]([C@@H:7]2[CH2:12][CH2:11][CH2:10][CH2:9][S@:8]2=[O:13])[CH:2]=1 |f:4.5.6|. Procedure: A solution of (S)-2-(3-pyridyl)tetrahydro-2H-thiopyran (0.6 g) and copper (II) acetylacetonate (0.8 g) in ethanol (15 ml) is treated with hydrogen peroxide (2 ml; 27.5%), in 0.5 ml portions during a 20 hour period. Two hours after the final addition the reaction mixture is diluted with ethyl acetate (30 ml) and washed with saturated brine (2×30 ml). The combined brine washes are then extracted with ethyl acetate (3×30 ml), the combined ethyl acetate phases are dried over magnesium sulphate, filt... The reactants are S(O)(O)(=O)=O (sulfuric acid), N1C=C(C2=CC=CC=C12)CCC(=O)O (3-indolepropionic acid), CO (methanol), O.[NH4+] (ammonium hydrate). Reaction conditions: temperature 0 celsius. Product: N1C=C(C2=CC=CC=C12)CCC(=O)OC (Methyl 3-(3-indolyl)-propanoate). The yield is 93.0%. Reaction SMILES: [NH:1]1[C:9]2[C:4](=[CH:5][CH:6]=[CH:7][CH:8]=2)[C:3]([CH2:10][CH2:11][C:12]([OH:14])=[O:13])=[CH:2]1.S(=O)(=O)(O)O.O.[NH4+].[CH3:22]O>>[NH:1]1[C:9]2[C:4](=[CH:5][CH:6]=[CH:7][CH:8]=2)[C:3]([CH2:10][CH2:11][C:12]([O:14][CH3:22])=[O:13])=[CH:2]1 |f:2.3|. Procedure details: 2 g (10.57 mmol) of 3-indolepropionic acid were dissolved in 50 ml of methanol. The solution was cooled to 0° C. and 5 ml of sulfuric acid 96% were dropped under stirring. The solution was maintained at room temperature overnight and then poured onto ice-water, basified with 30% ammonium hydrate and finally extracted with methylene chloride. The organic layer was dried over anhydrous sodium sulfate and evaporated to dryness to give 2.3 g of an oily product (93% yield). Procedure details: Proceeding as in Example 1, but substituting 2-(3,4-dihydroisoquinolin-2(1H)-yl)acetic acid hydrochloride and (2S,4R)-4-benzyl-N-(4-(4-fluorophenoxy)phenyl)pyrrolidine-2-carboxamide, gave Compound 82, (2S,4R)-4-benzyl-1-(2-(3,4-dihydroisoquinolin-2(1H)-yl)acetyl)-N-(4-(4-fluorophenoxy)phenyl)pyrrolidine-2-carboxamide (13.7 mg, 34.7%). Major isomer: 1H-NMR (400 MHz, DMSO-D6): σ 9.98 (s, 1H), 7.56 (d, 2H), 7.23-7.15 (m, 10H), 7.09 (m, 3H), 6.94 (m, 2H), 4.49 (m, 1H), 3.74 (m, 1H), 3.63 (d, 2H), 3.... As a reaction SMILES: Cl.[CH2:2]1[C:11]2[C:6](=[CH:7][CH:8]=[CH:9][CH:10]=2)[CH2:5][CH2:4][N:3]1[CH2:12][C:13]([OH:15])=O.[CH2:16]([C@H:23]1[CH2:27][NH:26][C@H:25]([C:28]([NH:30][C:31]2[CH:36]=[CH:35][C:34]([O:37][C:38]3[CH:43]=[CH:42][C:41]([F:44])=[CH:40][CH:39]=3)=[CH:33][CH:32]=2)=[O:29])[CH2:24]1)[C:17]1[CH:22]=[CH:21][CH:20]=[CH:19][CH:18]=1>>[CH2:16]([C@H:23]1[CH2:27][N:26]([C:13](=[O:15])[CH2:12][N:3]2[CH2:4][CH2:5][C:6]3[C:11](=[CH:10][CH:9]=[CH:8][CH:7]=3)[CH2:2]2)[C@H:25]([C:28]([NH:30][C:31]2[CH:36]=[CH:35][C:34]([O:37][C:38]3[CH:39]=[CH:40][C:41]([F:44])=[CH:42][CH:43]=3)=[CH:33][CH:32]=2)=[O:29])[CH2:24]1)[C:17]1[CH:18]=[CH:19][CH:20]=[CH:21][CH:22]=1 |f:0.1|. Reactants: Cl.C1N(CCC2=CC=CC=C12)CC(=O)O (2-(3,4-dihydroisoquinolin-2(1H)-yl)acetic acid hydrochloride), C(C1=CC=CC=C1)[C@@H]1C[C@H](NC1)C(=O)NC1=CC=C(C=C1)OC1=CC=C(C=C1)F ((2S,4R)-4-benzyl-N-(4-(4-fluorophenoxy)phenyl)pyrrolidine-2-carboxamide). Product: Compound 82, C(C1=CC=CC=C1)[C@@H]1C[C@H](N(C1)C(CN1CC2=CC=CC=C2CC1)=O)C(=O)NC1=CC=C(C=C1)OC1=CC=C(C=C1)F ((2S,4R)-4-benzyl-1-(2-(3,4-dihydroisoquinolin-2(1H)-yl)acetyl)-N-(4-(4-fluorophenoxy)phenyl)pyrrolidine-2-carboxamide). Isolated yield 34.7%. Starting materials: C1OC=2C=C(CCN)C=CC2O1 (3,4-methylenedioxyphenethylamine), ClC=1C2=C(N=C(N1)C1=CC=NC=C1)SC(=C2C)C (4-chloro-2-(pyridin-4-yl)-5,6-dimethyl-thieno-[2,3-d]-pyrimidine). The product is N1=CC=C(C=C1)C=1N=C(C2=C(N1)SC(=C2C)C)NCCC2=CC1=C(C=C2)OCO1 (2-(pyridin-4-yl)-4-(3,4-methylenedioxyphenethylamino)-5,6-dimethyl-thieno-[2,3-d]-pyrimidine). As a reaction SMILES: [CH2:1]1[O:12][C:11]2[CH:10]=[CH:9][C:5]([CH2:6][CH2:7][NH2:8])=[CH:4][C:3]=2[O:2]1.Cl[C:14]1[C:15]2[C:28]([CH3:29])=[C:27]([CH3:30])[S:26][C:16]=2[N:17]=[C:18]([C:20]2[CH:25]=[CH:24][N:23]=[CH:22][CH:21]=2)[N:19]=1>>[N:23]1[CH:22]=[CH:21][C:20]([C:18]2[N:19]=[C:14]([NH:8][CH2:7][CH2:6][C:5]3[CH:9]=[CH:10][C:11]4[O:12][CH2:1][O:2][C:3]=4[CH:4]=3)[C:15]3[C:28]([CH3:29])=[C:27]([CH3:30])[S:26][C:16]=3[N:17]=2)=[CH:25][CH:24]=1. Procedure: With the procedure of Example 1, the reaction of 3,4-methylenedioxyphenethylamine with 4-chloro-2-(pyridin-4-yl)-5,6-dimethyl-thieno-[2,3-d]-pyrimidine yields 2-(pyridin-4-yl)-4-(3,4-methylenedioxyphenethylamino)-5,6-dimethyl-thieno-[2,3-d]-pyrimidine.